This data is from the Open Reaction Database (ORD), a public repository of structured organic reaction records. The task is: describe an organic reaction: reactants, conditions, products, and yield Reactants: C=1C=C[NH+]=CC1.[O-][Cr](=O)(=O)Cl (PCC), OCC(C(C)C)NC(C1=CC=C(C=C1)C)=O (N-(1-hydroxymethyl-2-methyl-propyl)-4-methyl-benzamide). Run in C(Cl)Cl (CH2Cl2), CCOCC (Et2O), C(Cl)Cl (CH2Cl2). Run at time 1.5 hour. Product: C(=O)C(C(C)C)NC(C1=CC=C(C=C1)C)=O (N-(1-formyl-2-methyl-propyl)-4-methyl-benzamide). Yield: 34.2%. RXN SMILES: C1C=C[NH+]=CC=1.[O-][Cr](Cl)(=O)=O.[OH:12][CH2:13][CH:14]([NH:18][C:19](=[O:27])[C:20]1[CH:25]=[CH:24][C:23]([CH3:26])=[CH:22][CH:21]=1)[CH:15]([CH3:17])[CH3:16]>C(Cl)Cl.CCOCC>[CH:13]([CH:14]([NH:18][C:19](=[O:27])[C:20]1[CH:21]=[CH:22][C:23]([CH3:26])=[CH:24][CH:25]=1)[CH:15]([CH3:17])[CH3:16])=[O:12] |f:0.1|. Reported procedure: To a suspension of PCC in 20 mL of CH2Cl2 was added N-(1-hydroxymethyl-2-methyl-propyl)-4-methyl-benzamide (2.2 g, 10 mmol) in 15 mL of CH2Cl2. After the mixture was stirred for 1.5 h, it was diluted with Et2O and filtered through a celite bed. The filtrate was concentrated and the residue purified on a silica gel column with 20% EtOAc in hexane to give 0.75 g of N-(1-formyl-2-methyl-propyl)-4-methyl-benzamide as a white solid (M++1: 220). As a reaction SMILES: [BH4-:15].[CH3:19][OH:20].[Cl-:17].[NH4+:18].[Na+:16].[O:21]1[CH2:22][CH2:23][CH2:24][CH2:25]1.[c:1]1(-[c:7]2[cH:8][c:9]([CH:10]=[O:11])[cH:12][cH:13][cH:14]2)[cH:2][cH:3][cH:4][cH:5][cH:6]1>>[c:1]1(-[c:7]2[cH:8][c:9]([CH2:10][OH:11])[cH:12][cH:13][cH:14]2)[cH:2][cH:3][cH:4][cH:5][cH:6]1. Yields the product OCc1cccc(-c2ccccc2)c1. Reactants: [BH4-], CO, [Cl-], [NH4+], [Na+], C1CCOC1, O=Cc1cccc(-c2ccccc2)c1. Reaction SMILES: [ClH:1].[OH:2][CH:3]([CH2:18][O:19][C:20]1[C:29]2[C:24](=[CH:25][CH:26]=[CH:27][CH:28]=2)[CH:23]=C[CH:21]=1)[CH2:4][NH:5][C:6]([CH3:17])([CH3:16])[CH2:7][C:8]1[CH:13]=[CH:12][C:11]([O:14][CH3:15])=[CH:10][CH:9]=1.Cl.OC(COC1C=CC=CC=1C)CNC(C)(C)CC1C=CC(OC)=CC=1.Cl.OC(COC1C=CC(C(C)(C)C)=CC=1)CNC(C)(C)CC1C=CC(OC)=CC=1>>[ClH:1].[OH:2][CH:3]([CH2:18][O:19][C:20]1[CH:21]=[CH:26][CH:27]=[CH:28][C:29]=1[CH:24]([CH3:25])[CH3:23])[CH2:4][NH:5][C:6]([CH3:16])([CH3:17])[CH2:7][C:8]1[CH:9]=[CH:10][C:11]([O:14][CH3:15])=[CH:12][CH:13]=1 |f:0.1,2.3,4.5,6.7|. The reactants are Cl.OC(CNC(CC1=CC=C(C=C1)OC)(C)C)COC1=CC=CC2=CC=CC=C12 (N-[2-Hydroxy-3-(1-naphthoxy)propyl]-1,1-dimethyl-2-(4-methoxyphenyl)ethylamine Hydrochloride), ( 53 ), ( 14 ), ( 5 ), Cl.OC(CNC(CC1=CC=C(C=C1)OC)(C)C)COC1=CC=C(C=C1)C(C)(C)C (N-[2-Hydroxy-3-(4-t-butylphenoxy)propyl]-1,1-dimethyl-2-(4-methoxyphenyl)ethylamine Hydrochloride), ( 24 ), Cl.OC(CNC(CC1=CC=C(C=C1)OC)(C)C)COC1=CC=C(C=C1)C(C)(C)C (N-[2-Hydroxy-3-(4-t-butylphenoxy)propyl]-1,1-dimethyl-2-(4-methoxyphenyl)ethylamine Hydrochloride), ( 100 ), ( 5 ), Cl.OC(CNC(CC1=CC=C(C=C1)OC)(C)C)COC1=C(C=CC=C1)C (N-[2-Hydroxy-3-(2-methylphenoxy)propyl]-1,1-dimethyl-2-(4-methoxyphenyl)ethylamine Hydrochloride). Procedure details: GC/EI-MS, m/z (rel. int.) 356 (M−15, 1), 251 (19), 250 (100) 163 (5), 122 (5), 121 (53), 114 (8), 104 (6), 103 (6), 91 (24), 77 (14). The product is Cl.OC(CNC(CC1=CC=C(C=C1)OC)(C)C)COC1=C(C=CC=C1)C(C)C (N-[2-hydroxy-3-(2-iso-propylphenoxy)propyl]-1,1-dimethyl-2-(4-methoxyphenyl)ethylamine Hydrochloride). Reactants: N1(CCOCC1)C=1N=C(NC(C1)=O)CC(=O)[O-].[Na+] (sodium [4-(morpholin-4-yl)-6-oxo-1,6-dihydropyrimidin-2-yl]acetate), FC1=CC(=C(N)C=C1)C (4-fluoro-2-methylaniline). Product: FC1=CC(=C(C=C1)NC(CC=1NC(C=C(N1)N1CCOCC1)=O)=O)C (N-(4-fluoro-2-methylphenyl)-2-[4-(morpholin-4-yl)-6-oxo-1,6-dihydropyrimidin-2-yl]acetamide). The yield is 34.7%. RXN SMILES: [N:1]1([C:7]2[N:8]=[C:9]([CH2:14][C:15]([O-:17])=O)[NH:10][C:11](=[O:13])[CH:12]=2)[CH2:6][CH2:5][O:4][CH2:3][CH2:2]1.[Na+].[F:19][C:20]1[CH:26]=[CH:25][C:23]([NH2:24])=[C:22]([CH3:27])[CH:21]=1>>[F:19][C:20]1[CH:26]=[CH:25][C:23]([NH:24][C:15](=[O:17])[CH2:14][C:9]2[NH:10][C:11](=[O:13])[CH:12]=[C:7]([N:1]3[CH2:2][CH2:3][O:4][CH2:5][CH2:6]3)[N:8]=2)=[C:22]([CH3:27])[CH:21]=1 |f:0.1|. Reported procedure: The product is prepared according to the procedure described in Example 5, using 200 mg of sodium [4-(morpholin-4-yl)-6-oxo-1,6-dihydropyrimidin-2-yl]acetate prepared in stage 2 of Example 1 and 278 mg of 4-fluoro-2-methylaniline in place of the 2,4-difluoroaniline. 92 mg of N-(4-fluoro-2-methylphenyl)-2-[4-(morpholin-4-yl)-6-oxo-1,6-dihydropyrimidin-2-yl]acetamide are obtained in the form of a pinkish solid, the characteristics of which are the following: The reactants are ClC=1C(=NN(C1)C1=C(C(=O)NC(C(C(=O)O)O)CC2=CC=CC=C2)C=CC=N1)C1=CC=CC=C1 (3-(2-(4-Chloro-3-phenyl-1H-pyrazol-1-yl)nicotinamido)-2-hydroxy-4-phenylbutanoic acid), Cl.CON (O-methylhydroxylamine hydrochloride). Product: ClC=1C(=NN(C1)C1=C(C(=O)NC(CC2=CC=CC=C2)C(C(=O)NOC)O)C=CC=N1)C1=CC=CC=C1 (2-(4-Chloro-3-phenyl-1H-pyrazol-1-yl)-N-(3-hydroxy-4-(methoxyamino)-4-oxo-1-phenylbutan-2-yl)nicotinamide). As a reaction SMILES: [Cl:1][C:2]1[C:3]([C:29]2[CH:34]=[CH:33][CH:32]=[CH:31][CH:30]=2)=[N:4][N:5]([C:7]2[N:28]=[CH:27][CH:26]=[CH:25][C:8]=2[C:9]([NH:11][CH:12]([CH2:18][C:19]2[CH:24]=[CH:23][CH:22]=[CH:21][CH:20]=2)[CH:13]([OH:17])[C:14](O)=[O:15])=[O:10])[CH:6]=1.Cl.[CH3:36][O:37][NH2:38]>>[Cl:1][C:2]1[C:3]([C:29]2[CH:34]=[CH:33][CH:32]=[CH:31][CH:30]=2)=[N:4][N:5]([C:7]2[N:28]=[CH:27][CH:26]=[CH:25][C:8]=2[C:9]([NH:11][CH:12]([CH:13]([OH:17])[C:14]([NH:38][O:37][CH3:36])=[O:15])[CH2:18][C:19]2[CH:20]=[CH:21][CH:22]=[CH:23][CH:24]=2)=[O:10])[CH:6]=1 |f:1.2|. Procedure: The reaction was carried out in analogy to reaction step 1.3 by reacting 3-(2-(4-Chloro-3-phenyl-1H-pyrazol-1-yl)nicotinamido)-2-hydroxy-4-phenylbutanoic acid with O-methylhydroxylamine hydrochloride. ESI-MS [M+H]+: 506.2 The reactants are Clc1ccccc1, Nc1nc(N)c2c(N3CCNCC3)cccc2n1, O=S(=O)(Cl)Cl. Yields the product Nc1nc(N)c2c(N3CCN(S(=O)(=O)c4ccc(Cl)cc4)CC3)cccc2n1. As a reaction SMILES: [Cl:24][c:25]1[cH:26][cH:27][cH:28][cH:29][cH:30]1.[N:1]1([c:7]2[c:8]3[c:9]([NH2:18])[n:10][c:11]([NH2:17])[n:12][c:13]3[cH:14][cH:15][cH:16]2)[CH2:2][CH2:3][NH:4][CH2:5][CH2:6]1.[S:19](=[O:20])(=[O:21])([Cl:22])[Cl:23]>>[N:1]1([c:7]2[c:8]3[c:9]([NH2:18])[n:10][c:11]([NH2:17])[n:12][c:13]3[cH:14][cH:15][cH:16]2)[CH2:2][CH2:3][N:4]([S:19](=[O:20])(=[O:21])[c:28]2[cH:27][cH:26][c:25]([Cl:24])[cH:30][cH:29]2)[CH2:5][CH2:6]1. Starting materials: CC1=NN=C2N1N=C(C=C2)C=2C=C(C=CC2)NC=O (N-[3-(3-methyl-1,2,4-triazolo-[4,3-b]-pyridazin-6-yl)phenyl]formamide), [H-].[Na+] (sodium hydride), CN(C=O)C (dimethylformamide). The product is CN(C=O)C1=CC(=CC=C1)C=1C=CC=2N(N1)C(=NN2)C (N-Methyl-N[3-(3-methyl-1,2,4-triazolo[4,3-b]pyridazin-6-yl)phenyl]formamide). Reaction SMILES: [CH3:1][C:2]1[N:6]2[N:7]=[C:8]([C:11]3[CH:12]=[C:13]([NH:17][CH:18]=[O:19])[CH:14]=[CH:15][CH:16]=3)[CH:9]=[CH:10][C:5]2=[N:4][N:3]=1.[H-].[Na+].[CH3:22]N(C)C=O>>[CH3:22][N:17]([C:13]1[CH:14]=[CH:15][CH:16]=[C:11]([C:8]2[CH:9]=[CH:10][C:5]3[N:6]([C:2]([CH3:1])=[N:3][N:4]=3)[N:7]=2)[CH:12]=1)[CH:18]=[O:19] |f:1.2|. Procedure: A mixture of 2.5 g of N-[3-(3-methyl-1,2,4-triazolo-[4,3-b]-pyridazin-6-yl)phenyl]formamide, 0.56 g of sodium hydride (50% in oil) and 250 ml of dimethylformamide were reacted as described in example 2, giving 1.72 g of the desired product as a white powder, mp 207°-210° C. Yields the product CN(Cc1ccc(-c2nc3c(C(N)=O)cccc3o2)cc1)C(=O)OCc1ccccc1. Starting materials: CN(Cc1ccc(-c2nc3c(C(=O)O)cccc3o2)cc1)C(=O)OCc1ccccc1, O=C(Cl)C(=O)Cl, ClCCl, [NH4+], [OH-], O. Reaction SMILES: [CH2:7]([c:8]1[cH:9][cH:10][cH:11][cH:12][cH:13]1)[O:14][C:15](=[O:16])[N:17]([CH3:18])[CH2:19][c:20]1[cH:21][cH:22][c:23](-[c:26]2[o:27][c:28]3[c:29]([n:30]2)[c:31]([C:35](=[O:36])[OH:37])[cH:32][cH:33][cH:34]3)[cH:24][cH:25]1.[Cl:1][C:2]([C:3]([Cl:4])=[O:5])=[O:6].[Cl:41][CH2:42][Cl:43].[NH4+:39].[OH-:38].[OH2:40]>>[CH2:7]([c:8]1[cH:9][cH:10][cH:11][cH:12][cH:13]1)[O:14][C:15](=[O:16])[N:17]([CH3:18])[CH2:19][c:20]1[cH:21][cH:22][c:23](-[c:26]2[o:27][c:28]3[c:29]([n:30]2)[c:31]([C:35](=[O:36])[NH2:39])[cH:32][cH:33][cH:34]3)[cH:24][cH:25]1. Starting materials: C(#N)C1=NC=C(C=C1C(F)(F)F)N (2-cyano-3-trifluoromethyl-5-(amino)pyridine), C(=S)(Cl)Cl (thiophosgene). Run in O (water). The product is N(=C=S)C=1C=C(C(=NC1)C#N)C(F)(F)F (5-isothiocyanato-3-(trifluoromethyl)pyridine-2-carbonitrile). Yield: 74.0%. RXN SMILES: [C:1]([C:3]1[C:8]([C:9]([F:12])([F:11])[F:10])=[CH:7][C:6]([NH2:13])=[CH:5][N:4]=1)#[N:2].[C:14](Cl)(Cl)=[S:15]>O>[N:13]([C:6]1[CH:7]=[C:8]([C:9]([F:12])([F:10])[F:11])[C:3]([C:1]#[N:2])=[N:4][CH:5]=1)=[C:14]=[S:15]. Reported procedure: A solution of 2-hydroxy-3-(trifluoromethyl)pyridine C in a mixture of N-iodosuccinimide (NIS), acetonitrile, and dimethylformamide (DMF) is heated at 80° C. for 2 hours to produce 2-hydroxy-3-trifluoromethyl-5-(iodo)pyridine I (greater than 80% yield). The 2-hydroxy-3-trifluoromethyl-5-(iodo)pyridine I is then mixed with POCl3 in DMF and heated to 130° C. in a microwave for 20 minutes to produce 2-chloro-3-trifluoromethyl-5-(iodo)pyridine J (yield of 50 to 55%). The 2-chloro-3-trifluoromethyl-5-...